This data is from the Open Reaction Database (ORD), a public repository of structured organic reaction records. The task is: describe an organic reaction: reactants, conditions, products, and yield Reactants: P(Br)(Br)Br (PBr3), FC=1C=C(C=C(C1[N+](=O)[O-])F)CO ((3,5-difluoro-4-nitro-phenyl)-methanol), C(=O)(O)[O-].[Na+] (NaHCO3), CO (MeOH). Run in CCOCC (Et2O), CCOCC (Et2O). Reaction conditions: temperature 25 celsius, time 24 hour. The product is BrCC=1C=C(C(=C(C1)F)[N+](=O)[O-])F (5-Bromomethyl-1,3-difluoro-2-nitro-benzene). Reaction SMILES: P(Br)(Br)[Br:2].[F:5][C:6]1[CH:7]=[C:8]([CH2:16]O)[CH:9]=[C:10]([F:15])[C:11]=1[N+:12]([O-:14])=[O:13].CO.C([O-])(O)=O.[Na+]>CCOCC>[Br:2][CH2:16][C:8]1[CH:9]=[C:10]([F:15])[C:11]([N+:12]([O-:14])=[O:13])=[C:6]([F:5])[CH:7]=1 |f:3.4|. Procedure details: To a solution of PBr3 (7.04 mL, 73 mmol) in Et2O (200 mL) is added under argon at 0° C. a solution of (3,5-difluoro-4-nitro-phenyl)-methanol (9.3 g, 48.7 mmol) in Et2O (200 mL). The reaction mixture was allowed to warm to 25° C. and stirred for 24 h at 25° C. After the addition of MeOH (5 mL) at 0° C., the reaction mixture was poured onto cold aq. NaHCO3 solution and the product was extracted with EtOAc. Combined organic extracts were washed with saturated NaHCO3 solution and brine, dried over M... The reactants are C1=CC(=CC=C1NN)S(=O)(=O)N.Cl (4-Sulfonamidophenylhydrazine hydrochloride), COC=1C=C2CCC(C(C2=CC1)=O)=C(C(F)(F)F)O (3,4-dihydro-6-methoxy-2-[2,2,2-trifluoro-1-hydroxyethylidene]-1(2H)-naphthalenone). The solvent is C(C)O (ethanol). Reaction conditions: time 16 hour. Product: COC=1C=CC2=C(CCC=3C(=NN(C23)C2=CC=C(C=C2)S(=O)(=O)N)C(F)(F)F)C1 (4-[4,5-dihydro-7-methoxy-3-(trifluoromethyl)-1H-benz[g]indazol-1-yl]benzenesulfonamide). The yield is 88.5%. Reaction SMILES: [CH:1]1[C:6]([NH:7][NH2:8])=[CH:5][CH:4]=[C:3]([S:9]([NH2:12])(=[O:11])=[O:10])[CH:2]=1.Cl.[CH3:14][O:15][C:16]1[CH:17]=[C:18]2[C:23](=[CH:24][CH:25]=1)[C:22](=O)[C:21](=[C:27](O)[C:28]([F:31])([F:30])[F:29])[CH2:20][CH2:19]2>C(O)C>[CH3:14][O:15][C:16]1[CH:25]=[CH:24][C:23]2[C:22]3[N:7]([C:6]4[CH:1]=[CH:2][C:3]([S:9]([NH2:12])(=[O:10])=[O:11])=[CH:4][CH:5]=4)[N:8]=[C:27]([C:28]([F:30])([F:29])[F:31])[C:21]=3[CH2:20][CH2:19][C:18]=2[CH:17]=1 |f:0.1|. Procedure: 4-Sulfonamidophenylhydrazine hydrochloride (4.35 g, 19.4 mmol) was added to a stirred solution of 3,4-dihydro-6-methoxy-2-[2,2,2-trifluoro-1-hydroxyethylidene]-1(2H)-naphthalenone from Step 1 (5.06 g, 18.6 mmol) in ethanol (100 mL). The reaction was heated to reflux and stirred for 16 hours. The reaction mixture was filtered and washed with ethanol to give the desired pyrazole as a white solid (6.97 g, 88%): mp 277°-278° C.; 1H NMR (acetone d6) 300 MHz 8.09 (d, J=8.7 Hz, 2H) 7.80 (d, J=8.9 Hz, 2... The reactants are O=C([O-])[O-], CC(C)S, Fc1cnccc1-c1nc2cc(C(F)(F)F)ccc2o1, [K+], [K+], CN(C)C=O, O. Product: CC(C)Sc1cnccc1-c1nc2cc(C(F)(F)F)ccc2o1. As a reaction SMILES: [C:21](=[O:22])([O-:23])[O-:24].[CH3:32][CH:33]([CH3:34])[SH:35].[F:1][c:2]1[cH:3][n:4][cH:5][cH:6][c:7]1-[c:8]1[o:9][c:10]2[c:11]([n:12]1)[cH:13][c:14]([C:17]([F:18])([F:19])[F:20])[cH:15][cH:16]2.[K+:25].[K+:26].[O:27]=[CH:28][N:29]([CH3:30])[CH3:31].[OH2:36]>>[c:2]1([S:35][CH:33]([CH3:32])[CH3:34])[cH:3][n:4][cH:5][cH:6][c:7]1-[c:8]1[o:9][c:10]2[c:11]([n:12]1)[cH:13][c:14]([C:17]([F:18])([F:19])[F:20])[cH:15][cH:16]2. Product: NC1=NC(=C(C(=N1)C)C=O)NCCCCC (2-Amino-4-methyl-6-(pentylamino)pyrimidine-5-carbaldehyde). Reported procedure: A mixture of the product from step (i) (20 g), tetramethyltin (20 ml) and tetrakis(triphenylphosphine)palladium (0) (2 g) in DMF (200 ml) was heated at 100° C. for 16 h then evaporated under reduced pressure. The residue was partitioned between EtOAc/brine, the organics separated, dried and evaporated under reduced pressure. The residue was purified by chromatography on silica eluting with 50-60% EtOAc/isohexane to afford the subtitle compound, 14.4 g. Run at temperature 100 celsius. The reactants are NC1=NC(=C(C(=N1)Cl)C=O)NCCCCC (2-Amino-4-chloro-6-(pentylamino)pyrimidine-5-carbaldehyde), C[Sn](C)(C)C (tetramethyltin). Reagents/catalysts: C=1C=CC(=CC1)[P](C=2C=CC=CC2)(C=3C=CC=CC3)[Pd]([P](C=4C=CC=CC4)(C=5C=CC=CC5)C=6C=CC=CC6)([P](C=7C=CC=CC7)(C=8C=CC=CC8)C=9C=CC=CC9)[P](C=1C=CC=CC1)(C=1C=CC=CC1)C=1C=CC=CC1 (tetrakis(triphenylphosphine)palladium). As a reaction SMILES: [NH2:1][C:2]1[N:7]=[C:6](Cl)[C:5]([CH:9]=[O:10])=[C:4]([NH:11][CH2:12][CH2:13][CH2:14][CH2:15][CH3:16])[N:3]=1.[CH3:17][Sn](C)(C)C>CN(C=O)C.C1C=CC([P]([Pd]([P](C2C=CC=CC=2)(C2C=CC=CC=2)C2C=CC=CC=2)([P](C2C=CC=CC=2)(C2C=CC=CC=2)C2C=CC=CC=2)[P](C2C=CC=CC=2)(C2C=CC=CC=2)C2C=CC=CC=2)(C2C=CC=CC=2)C2C=CC=CC=2)=CC=1>[NH2:1][C:2]1[N:7]=[C:6]([CH3:17])[C:5]([CH:9]=[O:10])=[C:4]([NH:11][CH2:12][CH2:13][CH2:14][CH2:15][CH3:16])[N:3]=1 |^1:30,32,51,70|. Solvent: CN(C)C=O (DMF). Starting materials: FC1=C(N)C=C(C=C1)F (2,5-Difluoroaniline), [N-](C#N)C#N.[Na+] (sodium dicyanamide). Reported procedure: 2,5-Difluoroaniline and sodium dicyanamide were procesed as described in Example 71A to provide the desired compound. Reaction SMILES: [F:1][C:2]1[CH:8]=[CH:7][C:6]([F:9])=[CH:5][C:3]=1[NH2:4].[N-:10]([C:13]#[N:14])[C:11]#[N:12].[Na+]>>[C:11]([N:10]=[C:13]([NH2:14])[NH:4][C:3]1[CH:5]=[C:6]([F:9])[CH:7]=[CH:8][C:2]=1[F:1])#[N:12] |f:1.2|. Yields the product C(#N)N=C(NC1=C(C=CC(=C1)F)F)N (N″-cyano-N-(2,5-difluorophenyl)guanidine). Starting materials: ClC1=CC(=NC=N1)C(=O)NC1=C(C=C(C=C1)S(=O)(=O)NCC(=O)OC)C (methyl 2-(4-(6-chloropyrimidine-4-carboxamido)-3-methylphenylsulfonamido)acetate), ClC1=CC(=NC=N1)C(=O)NC1=C(C=C(C=C1)S(=O)(=O)NCC(=O)OC)C (methyl 2-(4-(6-chloropyrimidine-4-carboxamido)-3-methylphenylsulfonamido)acetate), C(C)(C)NC(C)C (diisopropylamine), C1(CC1)CNC1CCCCC1 (N-(cyclopropylmethyl)cyclohexanamine), C1(CCCCC1)N(C1=CC(=NC=N1)C(=O)NC1=C(C=C(C=C1)S(=O)(=O)NCC(=O)OC)C)CC1CC1 (methyl 2-(4-(6-(cyclohexyl(cyclopropylmethyl)amino)pyrimidine-4-carboxamido)-3-methylphenylsulfonamido)acetate), C1(CCCCC1)N(C1=CC(=NC=N1)C(=O)NC1=C(C=C(C=C1)S(=O)(=O)NCC(=O)OCC)C)CC1CC1 (ethyl 2-(4-(6-(cyclohexyl(cyclopropylmethyl)amino)pyrimidine-4-carboxamido)-3-methylphenylsulfonamido)acetate). Solvent: C(C)O (ethanol). Reaction conditions: temperature 160 celsius, time 5 hour. The product is C1(CCCCC1)N(C1=CC(=NC=N1)C(=O)NC1=C(C=C(C=C1)S(=O)(=O)NCC(=O)O)C)CC1CC1 (N-({4-[({6-[cyclohexyl(cyclopropylmethyl)amino]pyrimidin-4-yl}carbonyl)amino]-3-methylphenyl}sulfonyl)glycine). Yield: 87.0%. Reaction SMILES: ClC1N=CN=C(C(NC2C=CC(S(NCC(OC)=O)(=O)=O)=CC=2C)=O)C=1.C(NC(C)C)(C)C.C1(CNC2CCCCC2)CC1.[CH:45]1([N:51]([CH2:77][CH:78]2[CH2:80][CH2:79]2)[C:52]2[N:57]=[CH:56][N:55]=[C:54]([C:58]([NH:60][C:61]3[CH:66]=[CH:65][C:64]([S:67]([NH:70][CH2:71][C:72]([O:74]C)=[O:73])(=[O:69])=[O:68])=[CH:63][C:62]=3[CH3:76])=[O:59])[CH:53]=2)[CH2:50][CH2:49][CH2:48][CH2:47][CH2:46]1.C1(N(CC2CC2)C2N=CN=C(C(NC3C=CC(S(NCC(OCC)=O)(=O)=O)=CC=3C)=O)C=2)CCCCC1>C(O)C>[CH:45]1([N:51]([CH2:77][CH:78]2[CH2:79][CH2:80]2)[C:52]2[N:57]=[CH:56][N:55]=[C:54]([C:58]([NH:60][C:61]3[CH:66]=[CH:65][C:64]([S:67]([NH:70][CH2:71][C:72]([OH:74])=[O:73])(=[O:69])=[O:68])=[CH:63][C:62]=3[CH3:76])=[O:59])[CH:53]=2)[CH2:50][CH2:49][CH2:48][CH2:47][CH2:46]1. Reported procedure: A solution of methyl 2-(4-(6-chloropyrimidine-4-carboxamido)-3-methylphenylsulfonamido)acetate (Intermediate 33, 123 mg; 0.31 mmol) and diisopropylamine (105.5 mL; 0.61 mmol) in ethanol (4 ml) was treated with N-(cyclopropylmethyl)cyclohexanamine (56.6 mg; 0.4 mmol). The mixture was heated to 160° C. in a microwave for 1 hour and the solvent removed in vacuo. The residue was purified by column chromatography (silica) eluting with petroleum ether containing increasing amounts of EtOAc to give a m...